Task: describe an organic reaction: reactants, conditions, products, and yield. Dataset: the Open Reaction Database (ORD), a public repository of structured organic reaction records Reactants: CC1(C)OC(=C2C(=O)Nc3cc(F)c(F)cc32)C=C1Br, O=C([O-])[O-], C1COCCO1, OB(O)c1ccc(F)nc1, [Na+], [Na+], O, Cl[Pd]Cl, c1ccc(P(c2ccccc2)c2ccccc2)cc1, c1ccc(P(c2ccccc2)c2ccccc2)cc1. Yields the product CC1(C)OC(=C2C(=O)Nc3cc(F)c(F)cc32)C=C1c1ccc(F)nc1. Reaction SMILES: [Br:7][C:8]1=[CH:9][C:10](=[C:15]2[C:16](=[O:26])[NH:17][c:18]3[cH:19][c:20]([F:25])[c:21]([F:24])[cH:22][c:23]32)[O:11][C:12]1([CH3:13])[CH3:14].[C:37](=[O:38])([O-:39])[O-:40].[CH2:1]1[O:2][CH2:3][CH2:4][O:5][CH2:6]1.[F:27][c:28]1[cH:29][cH:30][c:31]([B:34]([OH:35])[OH:36])[cH:32][n:33]1.[Na+:41].[Na+:42].[OH2:84].[Pd:43]([Cl:44])[Cl:45].[c:46]1([P:47]([c:48]2[cH:49][cH:50][cH:51][cH:52][cH:53]2)[c:54]2[cH:55][cH:56][cH:57][cH:58][cH:59]2)[cH:60][cH:61][cH:62][cH:63][cH:64]1.[c:65]1([P:66]([c:67]2[cH:68][cH:69][cH:70][cH:71][cH:72]2)[c:73]2[cH:74][cH:75][cH:76][cH:77][cH:78]2)[cH:79][cH:80][cH:81][cH:82][cH:83]1>>[C:8]1([c:31]2[cH:30][cH:29][c:28]([F:27])[n:33][cH:32]2)=[CH:9][C:10](=[C:15]2[C:16](=[O:26])[NH:17][c:18]3[cH:19][c:20]([F:25])[c:21]([F:24])[cH:22][c:23]32)[O:11][C:12]1([CH3:13])[CH3:14]. Reactants: F[B-](F)(F)F, CCc1cc2[nH]c(=O)n(Cc3ccc(-c4ccccc4C#N)cc3)c2s1, CC[O+](CC)CC, C1COCCO1. Product: CCOc1nc2cc(CC)sc2n1Cc1ccc(-c2ccccc2C#N)cc1. Reaction SMILES: [B-:27]([F:28])([F:29])([F:30])[F:31].[CH2:1]([CH3:2])[c:3]1[cH:4][c:5]2[c:6]([n:7]([CH2:11][c:12]3[cH:13][cH:14][c:15](-[c:18]4[c:19]([C:24]#[N:25])[cH:20][cH:21][cH:22][cH:23]4)[cH:16][cH:17]3)[c:8](=[O:10])[nH:9]2)[s:26]1.[CH2:32]([CH3:33])[O+:34]([CH2:35][CH3:36])[CH2:37][CH3:38].[CH2:39]1[O:40][CH2:41][CH2:42][O:43][CH2:44]1>>[CH2:1]([CH3:2])[c:3]1[cH:4][c:5]2[c:6]([n:7]([CH2:11][c:12]3[cH:13][cH:14][c:15](-[c:18]4[c:19]([C:24]#[N:25])[cH:20][cH:21][cH:22][cH:23]4)[cH:16][cH:17]3)[c:8]([O:10][CH2:32][CH3:33])[n:9]2)[s:26]1. The reactants are O=C1CCC(=O)N1Br, ClCCl, O=C(O)C(=CC1CCCCC1)c1ccc(-n2nnnc2C(F)(F)F)c(Cl)c1, Nc1nccs1, c1ccc(P(c2ccccc2)c2ccccc2)cc1. Yields the product O=C(Nc1nccs1)C(=CC1CCCCC1)c1ccc(-n2nnnc2C(F)(F)F)c(Cl)c1. Reaction SMILES: [Br:20][N:21]1[C:22](=[O:23])[CH2:24][CH2:25][C:26]1=[O:27].[CH2:61]([Cl:62])[Cl:63].[Cl:28][c:29]1[cH:30][c:31]([C:44]([C:45](=[O:46])[OH:47])=[CH:48][CH:49]2[CH2:50][CH2:51][CH2:52][CH2:53][CH2:54]2)[cH:32][cH:33][c:34]1-[n:35]1[n:36][n:37][n:38][c:39]1[C:40]([F:41])([F:42])[F:43].[NH2:55][c:56]1[s:57][cH:58][cH:59][n:60]1.[c:1]1([P:2]([c:3]2[cH:4][cH:5][cH:6][cH:7][cH:8]2)[c:9]2[cH:10][cH:11][cH:12][cH:13][cH:14]2)[cH:15][cH:16][cH:17][cH:18][cH:19]1>>[Cl:28][c:29]1[cH:30][c:31]([C:44]([C:45](=[O:46])[NH:55][c:56]2[s:57][cH:58][cH:59][n:60]2)=[CH:48][CH:49]2[CH2:50][CH2:51][CH2:52][CH2:53][CH2:54]2)[cH:32][cH:33][c:34]1-[n:35]1[n:36][n:37][n:38][c:39]1[C:40]([F:41])([F:42])[F:43]. Reaction SMILES: [CH:1](NC(C)C)([CH3:3])[CH3:2].[Li].C([Li])CCC.C(NC(C)C)(C)C.[CH3:21][C:22]1[CH:27]=[N:26][CH:25]=[CH:24][N:23]=1.C(Br)C=C.[Cl-].[NH4+]>O1CCCC1.O>[N:23]1[CH:24]=[CH:25][N:26]=[CH:27][C:22]=1[CH2:21][CH2:3][CH:1]=[CH2:2] |f:0.1,6.7,^1:7|. Starting materials: CC1=NC=CN=C1 (2-methylpyrazine), C(C=C)Br (allyl bromide), C(C)(C)NC(C)C.[Li] (lithium diisopropylamine), C(CCC)[Li] (butyl lithium), C(C)(C)NC(C)C (diisopropylamine), [Cl-].[NH4+] (ammonium chloride). The solvent is O1CCCC1 (tetrahydrofuran), O (water), O1CCCC1 (tetrahydrofuran), hexanes. Reported procedure: A solution of lithium diisopropylamine [prepared from a solution of butyl lithium in hexanes (100 mL, 2.5M) and diisopropylamine (25.3 g) at −35° C.] was treated with a solution of 2-methylpyrazine (23.5 g) in dry tetrahydrofuran (300 mL) at −20° C. The mixture was stirred at −20° C. for 1 hour then cooled to −78° C. and treated with a solution of allyl bromide (30.8 g) in dry tetrahydrofuran (300 mL). This mixture was warmed to room temperature and stirred at this temperature for 2 hours then l... Product: N1=C(C=NC=C1)CCC=C (4-Pyrazinyl-1-butene). Conditions: temperature -20 celsius, time 1 hour. Starting materials: C(CCCC#CC#CCCC#CC#CCCC#CC#CCCCCO)O (5,7,11,13,17,19-tetracosahexayn-1,24-diol), C(CCCCCN=C=O)N=C=O (hexamethylene diisocyanate), O1CCCC1 (tetrahydrofuran). Product: N(C(=O)OCC)CCCCCCNC(=O)OCC.C(CCCC#CC#CCCC#CC#CCCC#CC#CCCCCO)O (5,7,11,13,17,19-tetracosahexayn-1,24-diol hexamethylene diurethane). Reaction SMILES: [CH2:1]([OH:26])[CH2:2][CH2:3][CH2:4][C:5]#[C:6][C:7]#[C:8][CH2:9][CH2:10][C:11]#[C:12][C:13]#[C:14][CH2:15][CH2:16][C:17]#[C:18][C:19]#[C:20][CH2:21][CH2:22][CH2:23][CH2:24][OH:25].[CH2:27]([N:36]=[C:37]=[O:38])[CH2:28][CH2:29][CH2:30][CH2:31][CH2:32][N:33]=[C:34]=[O:35].[O:39]1CC[CH2:41][CH2:40]1>>[NH:33]([CH2:32][CH2:31][CH2:30][CH2:29][CH2:28][CH2:27][NH:36][C:37]([O:39][CH2:40][CH3:41])=[O:38])[C:34]([O:25][CH2:24][CH3:23])=[O:35].[CH2:24]([OH:25])[CH2:23][CH2:22][CH2:21][C:20]#[C:19][C:18]#[C:17][CH2:16][CH2:15][C:14]#[C:13][C:12]#[C:11][CH2:10][CH2:9][C:8]#[C:7][C:6]#[C:5][CH2:4][CH2:3][CH2:2][CH2:1][OH:26] |f:3.4|. Procedure details: In a reaction vessel 1.73 parts CF4 diol produced from Example 23, was reacted with 0.84 parts hexamethylene diisocyanate in 70 parts of tetrahydrofuran at room temperature for 4 hours in the presence of a catalytic amount of DBTE and TEA. The product was precipitated with heptane and filtered. After washing several times with heptane, it was vacuum dried to yield 1.7 parts of XXV, a light tan fluffy material, melting point, 161.3° to 165.1° C.